The task is: describe an organic reaction: reactants, conditions, products, and yield. This data is from the Open Reaction Database (ORD), a public repository of structured organic reaction records. Starting materials: NC=1C(=C(C=CC1)C1=CN=C(C=2NC3=CC(=CC=C3C21)NC(OCC[Si](C)(C)C)=O)C(N)=O)C (2-(trimethylsilyl)ethyl 4-(3-amino-2-methylphenyl)-1-carbamoyl-9H-pyrido[3,4-b]indol-7-ylcarbamate), ClC=1C=CC(=C(C(=O)O)C1)C=O (5-chloro-2-formylbenzoic acid), C(C)(=O)O (acetic acid), C(C)(=O)O[BH-](OC(C)=O)OC(C)=O.[Na+] (sodium triacetoxyborohydride). Run in ClCCl (dichloromethane), O1CCCC1 (tetrahydrofuran), O (Water), O (water), CCOC(=O)C (EtOAc). Reaction conditions: time 8 hour. Yields the product C(N)(=O)C1=NC=C(C2=C1NC1=CC(=CC=C21)NC(=O)OCC[Si](C)(C)C)C=2C(=C(C=CC2)NCC2=C(C(=O)O)C=C(C=C2)Cl)C (2-((3-(1-Carbamoyl-7-((2-(trimethylsilyl)ethoxy)carbonylamino)-9H-pyrido[3,4-b]indol-4-yl)-2-methylphenylamino)methyl)-5-chlorobenzoic acid). As a reaction SMILES: [NH2:1][C:2]1[C:3]([CH3:34])=[C:4]([C:8]2[C:20]3[C:19]4[C:14](=[CH:15][C:16]([NH:21][C:22](=[O:30])[O:23][CH2:24][CH2:25][Si:26]([CH3:29])([CH3:28])[CH3:27])=[CH:17][CH:18]=4)[NH:13][C:12]=3[C:11]([C:31](=[O:33])[NH2:32])=[N:10][CH:9]=2)[CH:5]=[CH:6][CH:7]=1.[Cl:35][C:36]1[CH:37]=[CH:38][C:39]([CH:45]=O)=[C:40]([CH:44]=1)[C:41]([OH:43])=[O:42].C(O)(=O)C.C(O[BH-](OC(=O)C)OC(=O)C)(=O)C.[Na+]>ClCCl.O1CCCC1.O.CCOC(C)=O>[C:31]([C:11]1[C:12]2[NH:13][C:14]3[C:19]([C:20]=2[C:8]([C:4]2[C:3]([CH3:34])=[C:2]([NH:1][CH2:45][C:39]4[CH:38]=[CH:37][C:36]([Cl:35])=[CH:44][C:40]=4[C:41]([OH:43])=[O:42])[CH:7]=[CH:6][CH:5]=2)=[CH:9][N:10]=1)=[CH:18][CH:17]=[C:16]([NH:21][C:22]([O:23][CH2:24][CH2:25][Si:26]([CH3:27])([CH3:28])[CH3:29])=[O:30])[CH:15]=3)(=[O:33])[NH2:32] |f:3.4|. Procedure details: To a homogeneous, light burgundy solution of 2-(trimethylsilyl)ethyl 4-(3-amino-2-methylphenyl)-1-carbamoyl-9H-pyrido[3,4-b]indol-7-ylcarbamate (0.2535 g, 0.533 mmol), 5-chloro-2-formylbenzoic acid (0.246 g, 1.332 mmol), and acetic acid (0.076 mL, 1.332 mmol) in dichloromethane (10.66 mL) and tetrahydrofuran (7.11 mL) under nitrogen was added sodium triacetoxyborohydride (0.339 g, 1.599 mmol). The reaction was stirred overnight. Water (5 mL) was added, and the reaction was stirred for 10 min. Et... The reactants are N1C(=NC2=C1C=CC=C2)C=2C=C(C=CC2)C=CC(=O)NOC2OCCCC2 (3-[3-(1H-benzoimidazol-2-yl)-phenyl]-N-(tetrahydro-pyran-2-yloxy)-acrylamide), CC1(C2CCC1(C(=O)C2)CS(=O)(=O)O)C (CSA). Run in CO (MeOH). Reaction conditions: time 2 hour. Yields the product N1C(=NC2=C1C=CC=C2)C=2C=C(C=CC2)C=CC(=O)NO (3-[3-(1H-benzoimidazol-2-yl)-phenyl]-N-hydroxy-acrylamide). Reaction SMILES: [NH:1]1[C:5]2[CH:6]=[CH:7][CH:8]=[CH:9][C:4]=2[N:3]=[C:2]1[C:10]1[CH:11]=[C:12]([CH:16]=[CH:17][C:18]([NH:20][O:21]C2CCCCO2)=[O:19])[CH:13]=[CH:14][CH:15]=1.CC1(C)C2(CS(O)(=O)=O)C(CC1CC2)=O>CO>[NH:1]1[C:5]2[CH:6]=[CH:7][CH:8]=[CH:9][C:4]=2[N:3]=[C:2]1[C:10]1[CH:11]=[C:12]([CH:16]=[CH:17][C:18]([NH:20][OH:21])=[O:19])[CH:13]=[CH:14][CH:15]=1. Procedure details: To a solution of the appropriate 3-[3-(1H-benzoimidazol-2-yl)-phenyl]-N-(tetrahydro-pyran-2-yloxy)-acrylamide (11, 0.25 mmol) in MeOH (2 mL) was added CSA (0.28 mmol). The reaction was stirred for 2 hr at ambient temperature and, without further work-up, purified by preparative LCMS to yield the desired 3-[3-(1H-benzoimidazol-2-yl)-phenyl]-N-hydroxy-acrylamide (12). Reactants: CCCCS(=O)(=O)Cl, NCC(O)(Cn1cncn1)c1ccc(Cl)cc1Cl. The product is CCCCS(=O)(=O)NCC(O)(Cn1cncn1)c1ccc(Cl)cc1Cl. As a reaction SMILES: [CH2:19]([CH2:20][CH2:21][CH3:22])[S:23](=[O:24])(=[O:25])[Cl:26].[NH2:1][CH2:2][C:3]([CH2:4][n:5]1[n:6][cH:7][n:8][cH:9]1)([OH:10])[c:11]1[c:12]([Cl:18])[cH:13][c:14]([Cl:17])[cH:15][cH:16]1>>[NH:1]([CH2:2][C:3]([CH2:4][n:5]1[n:6][cH:7][n:8][cH:9]1)([OH:10])[c:11]1[c:12]([Cl:18])[cH:13][c:14]([Cl:17])[cH:15][cH:16]1)[S:23]([CH2:19][CH2:20][CH2:21][CH3:22])(=[O:24])=[O:25]. The reactants are CC(=O)Nc1ccccc1, CCOC(C)=O, [H-], [Na+], CN(C)C=O, O=S(=O)(C=CC(=Nc1ccccc1)Oc1ccccc1)c1ccccc1. Product: CC(=O)N(C=CC(=Nc1ccccc1)Oc1ccccc1)c1ccccc1. Reaction SMILES: [C:6]([CH3:7])(=[O:8])[NH:9][c:10]1[cH:11][cH:12][cH:13][cH:14][cH:15]1.[CH3:44][CH2:45][O:46][C:47](=[O:48])[CH3:49].[H-:16].[Na+:17].[O:1]=[CH:2][N:3]([CH3:4])[CH3:5].[c:18]1([N:24]=[C:25]([CH:26]=[CH:27][S:28]([c:29]2[cH:30][cH:31][cH:32][cH:33][cH:34]2)(=[O:35])=[O:36])[O:37][c:38]2[cH:39][cH:40][cH:41][cH:42][cH:43]2)[cH:19][cH:20][cH:21][cH:22][cH:23]1>>[C:6]([CH3:7])(=[O:8])[N:9]([c:10]1[cH:11][cH:12][cH:13][cH:14][cH:15]1)[CH:27]=[CH:26][C:25](=[N:24][c:18]1[cH:19][cH:20][cH:21][cH:22][cH:23]1)[O:37][c:38]1[cH:39][cH:40][cH:41][cH:42][cH:43]1. Reactants: O=C(O)c1ccc2nccnc2c1, NCc1ccc(Cl)cc1. Reagents/catalysts: CN(C)C(=[N+](C)C)ON1C2=CC=CC=C2N=N1.F[P-](F)(F)(F)(F)F (HBTU), CCN(C(C)C)C(C)C (DIPEA), C1=CC=C2C(=C1)N=NN2O (HOBt). Solvent: CN(C)C=O (DMF), CN(C)C=O (DMF), CN(C)C=O (DMF), CN(C)C=O (DMF), CN(C)C=O (DMF), CN(C)C=O (DMF). Reaction conditions: temperature 25 celsius, time 2 hour. Yields the product O=C(NCc1ccc(Cl)cc1)c1ccc2nccnc2c1. Yield: 33.0%. RXN SMILES: NCc1ccc(Cl)cc1.O=C(O)c1ccc2nccnc2c1.CN(C)C(=[N+](C)C)ON1C2=CC=CC=C2N=N1.F[P-](F)(F)(F)(F)F.C1=CC=C2C(=C1)N=NN2O.CCN(C(C)C)C(C)C.CN(C)C=O>>O=C(NCc1ccc(Cl)cc1)c1ccc2nccnc2c1. Starting materials: CS2CO3, BrC=1C=CC(=NC1)S (5-bromopyridine-2-thiol), BrC1CCCC1 (bromocyclopentane). The solvent is CS(=O)C (DMSO). Reaction conditions: time 5 minute. The product is BrC=1C=CC(=NC1)SC1CCCC1 (5-bromo-2-cyclopentylsulfanyl-pyridine). The yield is 78.8%. As a reaction SMILES: [Br:1][C:2]1[CH:3]=[CH:4][C:5]([SH:8])=[N:6][CH:7]=1.Br[CH:10]1[CH2:14][CH2:13][CH2:12][CH2:11]1>CS(C)=O>[Br:1][C:2]1[CH:3]=[CH:4][C:5]([S:8][CH:10]2[CH2:14][CH2:13][CH2:12][CH2:11]2)=[N:6][CH:7]=1. Reported procedure: 5-bromopyridine-2-thiol (0.5 g, 3.44 mmol) was dissolved in anhydrous DMSO (10 mL). CS2CO3 (2.23 g, 6.89 mmol) was added and stirred for 5 minutes followed by addition of bromocyclopentane (0.73 mL, 6.89 mmol). The reaction mixture was stirred for 30 min. at room temperature. The reaction mixture was poured on ice cold water (25 mL) and extracted with MTBE (2×25 mL) washed with water and brine dried over anhydrous sodium sulfate, filtered and concentrated to obtain a crude product which was puri... Starting materials: CCO, [Na+], [OH-], O=S(=O)(O)O, NC(=O)c1ccc(-c2ccncc2)cc1. Product: O=C(O)c1ccc(-c2ccncc2)cc1. RXN SMILES: [CH3:23][CH2:24][OH:25].[Na+:17].[OH-:16].[S:18]([OH:19])(=[O:20])(=[O:21])[OH:22].[n:1]1[cH:2][cH:3][c:4](-[c:7]2[cH:8][cH:9][c:10]([C:11](=[O:12])[NH2:13])[cH:14][cH:15]2)[cH:5][cH:6]1>>[n:1]1[cH:2][cH:3][c:4](-[c:7]2[cH:8][cH:9][c:10]([C:11](=[O:12])[OH:19])[cH:14][cH:15]2)[cH:5][cH:6]1.